Dataset: the Open Reaction Database (ORD), a public repository of structured organic reaction records. Task: describe an organic reaction: reactants, conditions, products, and yield Reactants: OC1=CC=C(C=C1)CC(C)NCC(C=1N=C(SC1)C)O (N-[2-(4-hydroxyphenyl)-1-methylethyl]-2-hydroxy-2-(2-methyl-thiazol-4-yl)ethanamine), C(C=O)(=O)OC (methyl glyoxylate). Yields the product OC1=CC=C(C=C1)CC(C)N1C(OC(C1)C=1N=C(SC1)C)C(=O)OC (Methyl 3-[2-(4-hydroxyphenyl)-1-methylethyl]-5-(2-methyl-thiazol-4-yl)-2-oxazolidine carboxylate). As a reaction SMILES: [OH:1][C:2]1[CH:7]=[CH:6][C:5]([CH2:8][CH:9]([NH:11][CH2:12][CH:13]([OH:20])[C:14]2[N:15]=[C:16]([CH3:19])[S:17][CH:18]=2)[CH3:10])=[CH:4][CH:3]=1.[C:21]([O:25][CH3:26])(=[O:24])[CH:22]=O>>[OH:1][C:2]1[CH:7]=[CH:6][C:5]([CH2:8][CH:9]([N:11]2[CH2:12][CH:13]([C:14]3[N:15]=[C:16]([CH3:19])[S:17][CH:18]=3)[O:20][CH:22]2[C:21]([O:25][CH3:26])=[O:24])[CH3:10])=[CH:4][CH:3]=1. Reported procedure: Prepared by analogy to Example 18 by reaction of N-[2-(4-hydroxyphenyl)-1-methylethyl]-2-hydroxy-2-(2-methyl-thiazol-4-yl)ethanamine with methyl glyoxylate, followed by purification of the base on a silica gel column using ether/petroleum ether=8:2 as eluant. Starting materials: ClC=1N=NC(=CC1)C (3-chloro-6-methylpyridazine), C(C)(=O)O (acetic acid), S(O)(O)(=O)=O (sulphuric acid), S(=O)(=O)([O-])OOS(=O)(=O)[O-].[NH4+].[NH4+] (ammonium persulfate), [OH-].[NH4+] (ammonium hydroxide). The reagents and catalysts are [N+](=O)([O-])[O-].[Ag+] (silver nitrate). Solvent: O (water), O (water). Run at time 30 minute. Yields the product ClC=1N=NC(=CC1C)C (3-Chloro-4,6-dimethylpyridazine). The yield is 50.2%. Reaction SMILES: [Cl:1][C:2]1[N:3]=[N:4][C:5]([CH3:8])=[CH:6][CH:7]=1.[C:9](O)(=O)C.S(=O)(=O)(O)O.S(OOS([O-])(=O)=O)([O-])(=O)=O.[NH4+].[NH4+].[OH-].[NH4+]>O.[N+]([O-])([O-])=O.[Ag+]>[Cl:1][C:2]1[N:3]=[N:4][C:5]([CH3:8])=[CH:6][C:7]=1[CH3:9] |f:3.4.5,6.7,9.10|. Procedure details: To a mixture of 3-chloro-6-methylpyridazine (0.2 g, 1.55 mmol), acetic acid (0.2 mL, 3.49 mmol), sulphuric acid (0.124 mL, 2.33 mmol) and silver nitrate (0.026 g, 0.16 mmol) in water (4.5 mL) was added dropwise a solution of ammonium persulfate in water (1.5 mL). The mixture was held at 75° C. for 30 minutes, allowed to cool to r.t. and poured onto ice. The mixture was basified to pH 9-10 with ammonium hydroxide and extracted with DCM (50 mL). The organic fraction was washed with aqueous sodium ... Reactants: C1(CCCCC1)C1=CC=C(C=C1)C1=NC2=CC=C(C=C2C(=C1)O)NC(C)=O (N-[2-(4-Cyclohexylphenyl)-4-hydroxy-quinolin-6-yl]-acetamide), S(=O)(=O)(OC)OC (dimethyl sulfate), three, C1(=CC=CC=C1)C (toluene). The solvent is CCCCCC (hexane). Reaction conditions: temperature 70 celsius. The product is C1(CCCCC1)C1=CC=C(C=C1)C1=NC2=CC=C(C=C2C(=C1)OC)NC(C)=O (N-[2-(4-Cyclohexylphenyl)-4-methoxy-quinolin-6-yl]-acetamide). Yield: 96.0%. Reaction SMILES: [CH:1]1([C:7]2[CH:12]=[CH:11][C:10]([C:13]3[CH:22]=[C:21]([OH:23])[C:20]4[C:15](=[CH:16][CH:17]=[C:18]([NH:24][C:25](=[O:27])[CH3:26])[CH:19]=4)[N:14]=3)=[CH:9][CH:8]=2)[CH2:6][CH2:5][CH2:4][CH2:3][CH2:2]1.[C:28]1(C)C=CC=CC=1.S(OC)(OC)(=O)=O>CCCCCC>[CH:1]1([C:7]2[CH:8]=[CH:9][C:10]([C:13]3[CH:22]=[C:21]([O:23][CH3:28])[C:20]4[C:15](=[CH:16][CH:17]=[C:18]([NH:24][C:25](=[O:27])[CH3:26])[CH:19]=4)[N:14]=3)=[CH:11][CH:12]=2)[CH2:2][CH2:3][CH2:4][CH2:5][CH2:6]1. Procedure: N-[2-(4-Cyclohexylphenyl)-4-hydroxy-quinolin-6-yl]-acetamide 35.7 g (0.099 moles) was placed in a 500 mL three neck round bottom flask equipped with a condenser, magnetic stirrer and nitrogen inlet with 250 mL of toluene. The material was suspended by stirring and 20.6 mL (0.21 moles) of dimethyl sulfate was added. The suspension was then heated with a silicone oil heating bath, to gentle reflux for 18 hr. After thwas time the reaction was allowed to cool and hexane was added. Solids were collec... Starting materials: ice water, [OH-].[Na+] (sodium hydroxide), SCC(=O)NC=1C=C(C(=O)NCC(=O)O)C=CC1 (N-[3-(mercaptoacetylamino)benzoyl]glycine), C(N(CC(=O)[O-])CC(=O)O)CN(CC(=O)O)CC(=O)[O-].[Na+].[Na+] (disodium edetate). Solvent: O1CCCC1 (tetrahydrofuran). Yields the product O.O.[Na+].SCC(=O)NC=1C=C(C(=O)NCC(=O)[O-])C=CC1 (N-[3-(mercaptoacetylamino)benzoyl]-glycine sodium salt dihydrate). The yield is 66.0%. Reaction SMILES: [OH-].[Na+:2].[SH:3][CH2:4][C:5]([NH:7][C:8]1[CH:9]=[C:10]([CH:18]=[CH:19][CH:20]=1)[C:11]([NH:13][CH2:14][C:15]([OH:17])=[O:16])=[O:12])=[O:6].C(CN(CC([O-])=O)CC(O)=O)N(CC(O)=O)CC([O-])=[O:25].[Na+].[Na+]>O1CCCC1>[OH2:6].[OH2:25].[Na+:2].[SH:3][CH2:4][C:5]([NH:7][C:8]1[CH:9]=[C:10]([CH:18]=[CH:19][CH:20]=1)[C:11]([NH:13][CH2:14][C:15]([O-:17])=[O:16])=[O:12])=[O:6] |f:0.1,3.4.5,7.8.9.10|. Procedure details: An aqueous solution of 10% sodium hydroxide (7.5 ml., 0.01875 mole) is slowly added to a mixture of N-[3-(mercaptoacetylamino)benzoyl]glycine (5 g., 0.0186 mole) and 5 mg. of disodium edetate in 60 ml. of tetrahydrofuran with cooling at ice water temperature. The mixture stirred and equilibrated to room temperature first provides a complete solution and subsequently a solid precipitate which is stirred for an additional 0.5 hr. and filtered. The collected solid is washed with three 20 ml. portio... Starting materials: ClC=1C=C(C(=NC1)OC)C1=NC(=CC=C1C)NC(=O)C1(CC1)C1=CC2=C(OC(O2)(F)F)C=C1 (N-(5′-chloro-2′-methoxy-3-methyl-2,3′-bipyridin-6-yl)-1-(2,2-difluorobenzo[d][1,3]dioxol-5-yl)cyclopropanecarboxamide), I[Si](C)(C)C (iodotrimethylsilane). Run in C(Cl)(Cl)Cl (chloroform). Reaction conditions: time 8 hour. The product is ClC=1C=C(C(NC1)=O)C1=C(C=CC(=N1)NC(=O)C1(CC1)C1=CC2=C(OC(O2)(F)F)C=C1)C (N-(6-(5-chloro-2-oxo-1,2-dihydropyridin-3-yl)-5-methylpyridin-2-yl)-1-(2,2-difluorobenzo[d][1,3]dioxol-5-yl)cyclopropanecarboxamide). Isolated yield 43.5%. Reaction SMILES: [Cl:1][C:2]1[CH:3]=[C:4]([C:10]2[C:15]([CH3:16])=[CH:14][CH:13]=[C:12]([NH:17][C:18]([C:20]3([C:23]4[CH:33]=[CH:32][C:26]5[O:27][C:28]([F:31])([F:30])[O:29][C:25]=5[CH:24]=4)[CH2:22][CH2:21]3)=[O:19])[N:11]=2)[C:5]([O:8]C)=[N:6][CH:7]=1.I[Si](C)(C)C>C(Cl)(Cl)Cl>[Cl:1][C:2]1[CH:3]=[C:4]([C:10]2[N:11]=[C:12]([NH:17][C:18]([C:20]3([C:23]4[CH:33]=[CH:32][C:26]5[O:27][C:28]([F:30])([F:31])[O:29][C:25]=5[CH:24]=4)[CH2:22][CH2:21]3)=[O:19])[CH:13]=[CH:14][C:15]=2[CH3:16])[C:5](=[O:8])[NH:6][CH:7]=1. Reported procedure: To N-(5′-chloro-2′-methoxy-3-methyl-2,3′-bipyridin-6-yl)-1-(2,2-difluorobenzo[d][1,3]dioxol-5-yl)cyclopropanecarboxamide (55 mg, 0.12 mmol) in chloroform (1 mL) was added iodotrimethylsilane (70 mg, 0.35 mmol). The reaction mixture was stirred at room temperature overnight. At this point the reaction mixture was purified directly by silica gel chromatography (eluting with a gradient of 0-5% methanol in dichloromethane) to yield the product (24 mg, 41%). ESI-MS m/z calc. 459.08. found 459.95 (MW+... The reactants are C[C@@H]([C@H]1[C@H]2CC(=C(N2C1=O)C(=O)O)SCCNC(=O)CCNC(=O)[C@@H](C(C)(C)CO)O)O (OA-6129 B1), B2. Run in O (water), O (water). The product is CC(C1C2CC(=C(N2C1=O)C(=O)O)SCCNC(=O)CCNC(=O)C(C(C)(C)CO)O)O (OA-6129B1), B2. As a reaction SMILES: [CH3:1][C@H:2]([OH:32])[C@@H:3]1[C:9](=[O:10])[N:8]2[C@@H:4]1[CH2:5][C:6]([S:14][CH2:15][CH2:16][NH:17][C:18]([CH2:20][CH2:21][NH:22][C:23]([C@H:25]([OH:31])[C:26]([CH2:29][OH:30])([CH3:28])[CH3:27])=[O:24])=[O:19])=[C:7]2[C:11]([OH:13])=[O:12]>O>[CH3:1][CH:2]([OH:32])[CH:3]1[C:9](=[O:10])[N:8]2[CH:4]1[CH2:5][C:6]([S:14][CH2:15][CH2:16][NH:17][C:18]([CH2:20][CH2:21][NH:22][C:23]([CH:25]([OH:31])[C:26]([CH2:29][OH:30])([CH3:28])[CH3:27])=[O:24])=[O:19])=[C:7]2[C:11]([OH:13])=[O:12]. Procedure: The dark brown powder of antibiotics OA-6129 B1 and B2 obtained in step (C) was dissolved in a small amount of distilled water, and charged onto a column (8×100 cm) of Biogel P-2 (registered trademark). The column was developed with distilled water. Active fractions (1.0 liter in total) were collected by bioassay and adsorbed on a column (4×40 cm) of QAE-Sephadex A-25 (registered trademark) which had been equilibrated with 0.01 M phosphate, p.H 8.4. The column was washed with 200 ml of 0.01 M ph...